The task is: describe an organic reaction: reactants, conditions, products, and yield. This data is from the Open Reaction Database (ORD), a public repository of structured organic reaction records. Reactants: O=C(CC(=O)OCC)C=1OC=CC1 (ethyl beta-oxo-2-furanpropionate), C[Si](C)(C)[N-][Si](C)(C)C.[Li+] (lithium bis(trimethylsilyl)amide), Cl (hydrochloric acid), CI (methyl iodide). Solvent: C1CCOC1 (THF). Reaction conditions: time 15 minute. The product is C(C)OC(C(C(=O)C=1OC=CC1)C)=O ((RS)-3-furan-2-yl-2-methyl-3-oxo-propionic acid ethyl ester). The yield is 82.2%. RXN SMILES: [O:1]=[C:2]([C:9]1[O:10][CH:11]=[CH:12][CH:13]=1)[CH2:3][C:4]([O:6][CH2:7][CH3:8])=[O:5].[CH3:14][Si]([N-][Si](C)(C)C)(C)C.[Li+].CI.Cl>C1COCC1>[CH2:7]([O:6][C:4](=[O:5])[CH:3]([CH3:14])[C:2]([C:9]1[O:10][CH:11]=[CH:12][CH:13]=1)=[O:1])[CH3:8] |f:1.2|. Procedure details: To a stirred solution of 5.0 g (27.4 mmol) ethyl beta-oxo-2-furanpropionate in 15 ml dry THF under argon at −78° C. was added dropwise 27.4 ml (27.4 mmol, 1M solution in THF) lithium bis(trimethylsilyl)amide and stirring continued for 15 minutes at −78° C. 5.44 ml (87.4 mmol) methyl iodide was then added dropwise and stirring continued for 30 minutes at −78° C., 2.5 hours at 0° C. and 20 hours at room temperature. The reaction mixture was poured into 100 ml 1M hydrochloric acid at 0° C. and the ... The reactants are C1OC=2C=C(C=CC2O1)C1N(CCC=2C3=CC=CC=C3NC12)C(\C=C\C1=CC(=CC=C1)[N+](=O)[O-])=O ((E)-1-[1-(3,4-Methylenedioxyphenyl)-1,3,4,9-tetrahydro-β-carbolin-2-yl]-3-(3-nitrophenyl)propene-1-one), Cl[Sn]Cl.O (SnCl2.H2O). Run in CCO (EtOH). The product is C1OC=2C=C(C=CC2O1)C1N(CCC=2C3=CC=CC=C3NC12)C(\C=C\C1=CC(=CC=C1)N)=O ((E)-1-[1-(3,4-Methylenedioxyphenyl)-1,3,4,9-tetrahydro-β-carbolin-2-yl]-3-(3-aminophenyl)propene-1-one). Yield: 21.3%. Reaction SMILES: [CH2:1]1[O:9][C:8]2[CH:7]=[CH:6][C:5]([CH:10]3[C:22]4[NH:21][C:20]5[C:15](=[CH:16][CH:17]=[CH:18][CH:19]=5)[C:14]=4[CH2:13][CH2:12][N:11]3[C:23](=[O:35])/[CH:24]=[CH:25]/[C:26]3[CH:31]=[CH:30][CH:29]=[C:28]([N+:32]([O-])=O)[CH:27]=3)=[CH:4][C:3]=2[O:2]1.Cl[Sn]Cl.O>CCO>[CH2:1]1[O:9][C:8]2[CH:7]=[CH:6][C:5]([CH:10]3[C:22]4[NH:21][C:20]5[C:15](=[CH:16][CH:17]=[CH:18][CH:19]=5)[C:14]=4[CH2:13][CH2:12][N:11]3[C:23](=[O:35])/[CH:24]=[CH:25]/[C:26]3[CH:31]=[CH:30][CH:29]=[C:28]([NH2:32])[CH:27]=3)=[CH:4][C:3]=2[O:2]1 |f:1.2|. Procedure: A solution of Example 60 (1.36 g, 2.9 mmol), SnCl2.H2O (2.8 g, 5 equiv.) in EtOH was refluxed overnight. After evaporation of the solvent, the residue was taken up in 50 mL of NaOH (1N). The aqueous phase was extracted with 2×100 mL of DCM and 2×50 mL of EtOAc. The combined organic layers were dried over Na2SO4 and concentrated in vacuo. Flash chromatography (SiO2, DCM:MeOH (95:5) and recrystallization from EtOH:DCM gave the title compound (0.27 g, 21%) as a pale yellow powder.